Dataset: the Open Reaction Database (ORD), a public repository of structured organic reaction records. Task: describe an organic reaction: reactants, conditions, products, and yield Starting materials: C(C)(C)(C)OC(=O)NC[C@@H](CC(=O)NN)O ((R)-4-t-butoxycarbonylamino-3-hydroxybutanohydrazide), N(=O)[O-].[Na+] (sodium nitrite), Cl (HCl), C(C)(=O)OCC (ethyl acetate), crude product. Run in O (water), O (water), O (water). Conditions: temperature 0 celsius, time 10 minute. Yields the product C(C)(C)(C)OC(=O)NC[C@@H]1CNC(O1)=O ((S)-5-t-Butoxycarbonylaminomethyl-2-Oxazolidinone). Yield: 52.0%. As a reaction SMILES: [C:1]([O:5][C:6]([NH:8][CH2:9][C@H:10]([OH:16])[CH2:11]C(NN)=O)=[O:7])([CH3:4])([CH3:3])[CH3:2].Cl.[N:18]([O-])=O.[Na+].C([O:25][CH2:26]C)(=O)C>O>[C:1]([O:5][C:6]([NH:8][CH2:9][C@H:10]1[O:16][C:26](=[O:25])[NH:18][CH2:11]1)=[O:7])([CH3:2])([CH3:3])[CH3:4] |f:2.3|. Procedure: 10 ml of water was added to 2.00 g (8.57 mmol) of (R)-4-t-butoxycarbonylamino-3-hydroxybutanohydrazide (optical purity: >99.9%e.e.), and the mixture was cooled to 0° C. A 0.89 g (8.57 mmol) of 35% HCl was added thereto dropwise over 10 min, and then an aqueous solution of 0.59 g (8.57 mmol) of sodium nitrite dissolved in 2.0 ml of water was further added thereto dropwise slowly. After the reaction mixture was stirred for 1 hour at that temperature, the thus prepared reaction mixture was added to... Reactants: C(C1=CC=CC=C1)N1CCC(CC1)C=1N(C=C(N1)C1=CC(=C(C=C1)F)Cl)CC (1-Benzyl-4-[4-(3-chloro-4-fluoro-phenyl)-1-ethyl-1H-imidazol-2-yl]-piperidine), C1(=CC=CC2=CC=CC(=C12)N)N (1,8-Naphthalenediamine), ClC(=O)OC(C)Cl (1-chloroethyl chloroformate). Run in ClCCCl (1,2-Dichloro-ethane). Yields the product Cl.ClC=1C=C(C=CC1F)C=1N=C(N(C1)CC)C1CCNCC1 (4-[4-(3-chloro-4-fluoro-phenyl)-1-ethyl-1H-imidazol-2-yl]-piperidine hydrochloride). Yield: 235.3%. As a reaction SMILES: C([N:8]1[CH2:13][CH2:12][CH:11]([C:14]2[N:15]([CH2:27][CH3:28])[CH:16]=[C:17]([C:19]3[CH:24]=[CH:23][C:22]([F:25])=[C:21]([Cl:26])[CH:20]=3)[N:18]=2)[CH2:10][CH2:9]1)C1C=CC=CC=1.C1(N)C2C(=CC=CC=2N)C=CC=1.ClC(OC(Cl)C)=O>ClCCCl>[ClH:26].[Cl:26][C:21]1[CH:20]=[C:19]([C:17]2[N:18]=[C:14]([CH:11]3[CH2:12][CH2:13][NH:8][CH2:9][CH2:10]3)[N:15]([CH2:27][CH3:28])[CH:16]=2)[CH:24]=[CH:23][C:22]=1[F:25] |f:4.5|. Reported procedure: Dissolve 1-Benzyl-4-[4-(3-chloro-4-fluoro-phenyl)-1-ethyl-1H-imidazol-2-yl]-piperidine (263.3 mg, 1.00 equiv; 0.662 mmoles) and 1,8-Naphthalenediamine, N,N,N′,N′-Tetramethyl-(0.05 equiv, 0.033 mmoles, 7.0 mg) in 1,2-Dichloro-ethane (5 mL) and cool in an ice bath. Add 1-chloroethyl chloroformate (1.2 equiv, 0.794 mmol; 0.086 mL). Stir the reaction 10 minutes in an ice bath then heat to reflux for 20 minutes and evaporate to dryness. Dissolve the residue in methanol (5 mL) and reflux for 45 minute... Starting materials: C1CCOC1, C=CCCCc1nccc(-c2ccccc2)n1, O=[Os](=O)(=O)=O, O, O. Yields the product O=CCCCc1nccc(-c2ccccc2)n1. Reaction SMILES: [CH2:19]1[O:20][CH2:21][CH2:22][CH2:23]1.[CH2:1]([CH2:2][CH2:3][CH:4]=[CH2:5])[c:6]1[n:7][cH:8][cH:9][c:10](-[c:12]2[cH:13][cH:14][cH:15][cH:16][cH:17]2)[n:11]1.[O:25]=[Os:26](=[O:27])(=[O:28])=[O:29].[OH2:18].[OH2:24]>>[CH2:1]([CH2:2][CH2:3][CH:4]=[O:18])[c:6]1[n:7][cH:8][cH:9][c:10](-[c:12]2[cH:13][cH:14][cH:15][cH:16][cH:17]2)[n:11]1. RXN SMILES: [CH2:1]([O:5][CH2:6][CH:7]1[O:9]C1)[CH:2]1[O:4][CH2:3]1.[CH2:10]([OH:23])[CH2:11][CH2:12][CH2:13][CH2:14][CH2:15][CH2:16][CH2:17][CH2:18][CH2:19][CH2:20][CH2:21][CH3:22]>>[CH2:10]([O:23][CH2:3][CH:2]1[O:4][C:7](=[O:9])[CH2:6][O:5][CH2:1]1)[CH2:11][CH2:12][CH2:13][CH2:14][CH2:15][CH2:16][CH2:17][CH2:18][CH2:19][CH2:20][CH2:21][CH3:22]. Procedure: Prepared from the glycidyl ether of tridecanol. Product: C(CCCCCCCCCCCC)OCC1COCC(O1)=O (6-Tridecyloxymethyl-1,4-dioxan-2-one). The reactants are C(C1CO1)OCC1CO1 (glycidyl ether), C(CCCCCCCCCCCC)O (tridecanol). Starting materials: CCCCCCc1cc2c(cc1OCCCC(=O)OCC)C(=O)C(C)(C)C2, CCO, [K+], [OH-], O. Product: CCCCCCc1cc2c(cc1OCCCC(=O)O)C(=O)C(C)(C)C2. As a reaction SMILES: [CH2:6]([CH3:7])[O:8][C:9]([CH2:10][CH2:11][CH2:12][O:13][c:14]1[cH:15][c:16]2[c:20]([cH:21][c:22]1[CH2:23][CH2:24][CH2:25][CH2:26][CH2:27][CH3:28])[CH2:19][C:18]([CH3:29])([CH3:30])[C:17]2=[O:31])=[O:32].[CH3:1][CH2:2][OH:3].[K+:5].[OH-:4].[OH2:33]>>[O:8]=[C:9]([CH2:10][CH2:11][CH2:12][O:13][c:14]1[cH:15][c:16]2[c:20]([cH:21][c:22]1[CH2:23][CH2:24][CH2:25][CH2:26][CH2:27][CH3:28])[CH2:19][C:18]([CH3:29])([CH3:30])[C:17]2=[O:31])[OH:32]. Reactants: P(=O)(OCC(COCCCCCCCCCCCCCCCCCC)OCC1=CC=CC=C1)(OCCCCCCCC[N+](C)(C)C)[O-] (2-(benzyloxy)-3-(octadecyloxy)propyl 8-trimethylammoniooctyl phosphate), [H][H] (hydrogen). Reagents/catalysts: [Pd] (Pd-C). Run in C(C)(=O)O (acetic acid). The product is P(=O)(OCC(COCCCCCCCCCCCCCCCCCC)O)(OCCCCCCCC[N+](C)(C)C)[O-] (2-(Hydroxy)-3-(octadecyloxy)propyl 8-trimethylammoniooctyl phosphate). Yield: 28.2%. As a reaction SMILES: [P:1]([O-:47])([O:34][CH2:35][CH2:36][CH2:37][CH2:38][CH2:39][CH2:40][CH2:41][CH2:42][N+:43]([CH3:46])([CH3:45])[CH3:44])([O:3][CH2:4][CH:5]([O:26]CC1C=CC=CC=1)[CH2:6][O:7][CH2:8][CH2:9][CH2:10][CH2:11][CH2:12][CH2:13][CH2:14][CH2:15][CH2:16][CH2:17][CH2:18][CH2:19][CH2:20][CH2:21][CH2:22][CH2:23][CH2:24][CH3:25])=[O:2].[H][H]>C(O)(=O)C.[Pd]>[P:1]([O-:47])([O:34][CH2:35][CH2:36][CH2:37][CH2:38][CH2:39][CH2:40][CH2:41][CH2:42][N+:43]([CH3:46])([CH3:45])[CH3:44])([O:3][CH2:4][CH:5]([OH:26])[CH2:6][O:7][CH2:8][CH2:9][CH2:10][CH2:11][CH2:12][CH2:13][CH2:14][CH2:15][CH2:16][CH2:17][CH2:18][CH2:19][CH2:20][CH2:21][CH2:22][CH2:23][CH2:24][CH3:25])=[O:2]. Procedure details: 290 mg (0.43 mmole) of 2-(benzyloxy)-3-(octadecyloxy)propyl 8-trimethylammoniooctyl phosphate was dissolved in 30 ml of 70% acetic acid, and 0.2 g of 10% Pd-C as a catalyst was added to the mixture. The mixture was stirred at room temperature for 4 hours in a hydrogen atmosphere and filtrated. The filtrate was concentrated to dryness under reduced pressure and the residue was purified by silica gel (3 g, Merck & Co., Art. 7734; eluent: chloroform:methanol:water=65:25:4) column chromatography to ... Starting materials: P(=O)(Cl)(Cl)Cl (phosphoryl chloride), FC=1C=C2C(=NC1)N(N=C2C=2N=NC(=C(N2)O)C(C(=O)OC)(C)C)CC2=C(C(=CC=C2F)F)F (Methyl 2-{3-[5-fluoro-1-(2,3,6-trifluorobenzyl)-1H-pyrazolo[3,4-b]pyridin-3-yl]-5-hydroxy-1,2,4-triazin-6-yl}-2-methylpropanoate), N (ammonia). The solvent is C(C)#N (acetonitrile). Conditions: time 8 hour. Yields the product FC=1C=C2C(=NC1)N(N=C2C=2N=NC1=C(N2)NC(C1(C)C)=O)CC1=C(C(=CC=C1F)F)F (3-[5-Fluoro-1-(2,3,6-trifluorobenzyl)-1H-pyrazolo[3,4-b]pyridin-3-yl]-7,7-dimethyl-5,7-dihydro-6H-pyrrolo[2,3-e][1,2,4]triazin-6-one). Yield: 70.0%. Reaction SMILES: P(Cl)(Cl)(Cl)=O.[F:6][C:7]1[CH:8]=[C:9]2[C:15]([C:16]3[N:17]=[N:18][C:19]([C:23]([CH3:29])([CH3:28])[C:24]([O:26]C)=O)=[C:20](O)[N:21]=3)=[N:14][N:13]([CH2:30][C:31]3[C:36]([F:37])=[CH:35][CH:34]=[C:33]([F:38])[C:32]=3[F:39])[C:10]2=[N:11][CH:12]=1.[NH3:40]>C(#N)C>[F:6][C:7]1[CH:8]=[C:9]2[C:15]([C:16]3[N:17]=[N:18][C:19]4[C:23]([CH3:29])([CH3:28])[C:24](=[O:26])[NH:40][C:20]=4[N:21]=3)=[N:14][N:13]([CH2:30][C:31]3[C:36]([F:37])=[CH:35][CH:34]=[C:33]([F:38])[C:32]=3[F:39])[C:10]2=[N:11][CH:12]=1. Procedure: 15 ml of phosphoryl chloride were added to 1.50 g (3.149 mmol) of the compound from Example 82A, and the mixture was stirred overnight. The reaction mixture was then taken up in 222 ml of acetonitrile and, with ice cooling, stirred into 133 ml of concentrated ammonia solution (33% in water). The reaction mixture was stirred at room temperature overnight and then concentrated on a rotary evaporator. Ethanol and water were added to the residue. A precipitate formed, which was filtered off and then... The reactants are O=C(O)c1ccc(F)cn1, Cc1ccc2cccc(N)c2n1. The reagents and catalysts are C1CCC(CC1)N=C=NC2CCCCC2 (DCC), CCN(C(C)C)C(C)C (DIPEA), C1=CC=C2C(=C1)C(=O)N(C2=O)O (N-Hydroxyphthalimide). Run in CN(C)C=O (DMF), CN(C)C=O (DMF), CN(C)C=O (DMF), CN(C)C=O (DMF), CN(C)C=O (DMF), CN(C)C=O (DMF). Reaction conditions: temperature 25 celsius, time 2 hour. Yields the product Cc1ccc2cccc(NC(=O)c3ccc(F)cn3)c2n1. Yield: 0.7%. RXN SMILES: Cc1ccc2cccc(N)c2n1.O=C(O)c1ccc(F)cn1.C1CCC(CC1)N=C=NC2CCCCC2.C1=CC=C2C(=C1)C(=O)N(C2=O)O.CCN(C(C)C)C(C)C.CN(C)C=O>>Cc1ccc2cccc(NC(=O)c3ccc(F)cn3)c2n1.